Task: describe an organic reaction: reactants, conditions, products, and yield. Dataset: the Open Reaction Database (ORD), a public repository of structured organic reaction records Yields the product CCOC(=O)c1nc(-c2cn(S(=O)(=O)c3ccccc3)c3ncc(C4CCC5(CC4)OCCO5)cc23)cs1. The reactants are CO, CCOC(C)=O, CCOC(=O)c1nc(-c2cn(S(=O)(=O)c3ccccc3)c3ncc(C4=CCC5(CC4)OCCO5)cc23)cs1. RXN SMILES: [CH3:39][OH:40].[CH3:41][CH2:42][O:43][C:44]([CH3:45])=[O:46].[c:1]1([S:7](=[O:8])(=[O:9])[n:10]2[cH:11][c:12](-[c:29]3[n:30][c:31]([C:34](=[O:35])[O:36][CH2:37][CH3:38])[s:32][cH:33]3)[c:13]3[c:14]2[n:15][cH:16][c:17]([C:19]2=[CH:20][CH2:21][C:22]4([O:23][CH2:24][CH2:25][O:26]4)[CH2:27][CH2:28]2)[cH:18]3)[cH:2][cH:3][cH:4][cH:5][cH:6]1>>[c:1]1([S:7](=[O:8])(=[O:9])[n:10]2[cH:11][c:12](-[c:29]3[n:30][c:31]([C:34](=[O:35])[O:36][CH2:37][CH3:38])[s:32][cH:33]3)[c:13]3[c:14]2[n:15][cH:16][c:17]([CH:19]2[CH2:20][CH2:21][C:22]4([O:23][CH2:24][CH2:25][O:26]4)[CH2:27][CH2:28]2)[cH:18]3)[cH:2][cH:3][cH:4][cH:5][cH:6]1. Starting materials: COC1=CC=C(CCl)C=C1 (4-methoxybenzyl chloride), C([O-])([O-])=O.[K+].[K+] (potassium carbonate), N1N=C(C2=CC=CC=C12)C(=O)OC (Methyl 3-indazolylcarboxylate). Solvent: O (water), CN(C)C=O (DMF). Reaction conditions: temperature 80 celsius, time 15 hour. Yields the product COC1=CC=C(CN2N=C(C3=CC=CC=C23)C(=O)OC)C=C1 (methyl 1-(4-methoxybenzyl)-3-indazolylcarboxylate). Yield: 24.8%. RXN SMILES: [NH:1]1[C:9]2[C:4](=[CH:5][CH:6]=[CH:7][CH:8]=2)[C:3]([C:10]([O:12][CH3:13])=[O:11])=[N:2]1.[CH3:14][O:15][C:16]1[CH:23]=[CH:22][C:19]([CH2:20]Cl)=[CH:18][CH:17]=1.C(=O)([O-])[O-].[K+].[K+]>CN(C=O)C.O>[CH3:14][O:15][C:16]1[CH:23]=[CH:22][C:19]([CH2:20][N:1]2[C:9]3[C:4](=[CH:5][CH:6]=[CH:7][CH:8]=3)[C:3]([C:10]([O:12][CH3:13])=[O:11])=[N:2]2)=[CH:18][CH:17]=1 |f:2.3.4|. Procedure details: Methyl 3-indazolylcarboxylate (2.0 g, 11.4 mmol) was dissolved in DMF (20 ml). To the resulting solution were added 4-methoxybenzyl chloride (1.7 ml, 12.5 mmol) and potassium carbonate (2.35 g, 17.0 mmol). The resulting mixture was stirred at 80° C. for 15 hours. After cooling, the reaction mixture was poured in water (50 ml), followed by extraction with ethyl acetate (200 ml). The extract was washed with saturated brine (2×100 ml), dried over anhydrous magnesium sulfate, and distilled under red... Reactants: C(C)C=1C=C(C(=NC1)C(=O)O)C(=O)O (5-ethyl-2,3-pyridinedicarboxylic acid), C(C)(=O)OC(C)=O (acetic anhydride). Yields the product C(C)C=1C=C2C(=NC1)C(=O)OC2=O (5-ethyl-2,3-pyridinedicarboxylic anhydride). As a reaction SMILES: [CH2:1]([C:3]1[CH:4]=[C:5]([C:12]([OH:14])=[O:13])[C:6]([C:9]([OH:11])=O)=[N:7][CH:8]=1)[CH3:2].C(OC(=O)C)(=O)C>>[CH2:1]([C:3]1[CH:4]=[C:5]2[C:12](=[O:13])[O:14][C:9](=[O:11])[C:6]2=[N:7][CH:8]=1)[CH3:2]. Procedure details: A mixture of the above carboxylic acid (3.0 g, 15.37 mmol) and acetic anhydride (15 ml) is heated until the acid is dissolved. The mixture is then concentrated under vacuum, and the residue is dissolved in ether, stirred, filtered, concentrated and dried to give 5-ethyl-2,3-pyridinedicarboxylic anhydride. The reactants are C(CCCCCCCCCCCC)(=O)O (n-tridecanoic acid), ClC1=C(C=C(C(=C1)Cl)Cl)O (2,4,5-trichlorophenol), C1(CCCCC1)N=C=NC1CCCCC1 (N,N'-dicyclohexylcarbodiimide). Solvent: C(Cl)Cl (methylene chloride). Yields the product C(CCCCCCCCCCCC)(=O)OC1=C(C=C(C(=C1)Cl)Cl)Cl (2,4,5-trichlorophenyl tridecanoate). Isolated yield 95.9%. As a reaction SMILES: [C:1]([OH:15])(=[O:14])[CH2:2][CH2:3][CH2:4][CH2:5][CH2:6][CH2:7][CH2:8][CH2:9][CH2:10][CH2:11][CH2:12][CH3:13].[Cl:16][C:17]1[CH:22]=[C:21]([Cl:23])[C:20]([Cl:24])=[CH:19][C:18]=1O.C1(N=C=NC2CCCCC2)CCCCC1>C(Cl)Cl>[C:1]([O:15][C:18]1[CH:19]=[C:20]([Cl:24])[C:21]([Cl:23])=[CH:22][C:17]=1[Cl:16])(=[O:14])[CH2:2][CH2:3][CH2:4][CH2:5][CH2:6][CH2:7][CH2:8][CH2:9][CH2:10][CH2:11][CH2:12][CH3:13]. Reported procedure: A solution of n-tridecanoic acid (Sigma Chemical Co, 12.5 g), 2,4,5-trichlorophenol (11.5 g), and N,N'-dicyclohexylcarbodiimide (12.0 g) in methylene chloride (650 ml) is stirred at room temperature for 16 hours. The reaction mixture is then filtered and dried in vacuo to give 2,4,5-trichlorophenyl tridecanoate (22 g). The material is purified by column chromatography over silica gel (Woelm) using toluene as the eluent. Fractions are monitored by TLC using a shortwave UV light for detection. Fra... Reactants: C1CCOC1, COC(=O)c1cc(N2CCOCC2)cc2c1nc(C)n2Cc1cccc(C(F)(F)F)c1C, [Li+], [OH-]. Product: Cc1c(Cn2c(C)nc3c(C(=O)O)cc(N4CCOCC4)cc32)cccc1C(F)(F)F. RXN SMILES: [CH2:35]1[O:36][CH2:37][CH2:38][CH2:39]1.[CH3:3][c:4]1[n:5][c:6]2[c:7]([n:8]1[CH2:9][c:10]1[c:11]([CH3:20])[c:12]([C:16]([F:17])([F:18])[F:19])[cH:13][cH:14][cH:15]1)[cH:21][c:22]([N:29]1[CH2:30][CH2:31][O:32][CH2:33][CH2:34]1)[cH:23][c:24]2[C:25](=[O:26])[O:27][CH3:28].[Li+:2].[OH-:1]>>[CH3:3][c:4]1[n:5][c:6]2[c:7]([n:8]1[CH2:9][c:10]1[c:11]([CH3:20])[c:12]([C:16]([F:17])([F:18])[F:19])[cH:13][cH:14][cH:15]1)[cH:21][c:22]([N:29]1[CH2:30][CH2:31][O:32][CH2:33][CH2:34]1)[cH:23][c:24]2[C:25](=[O:26])[OH:27].